Dataset: the Open Reaction Database (ORD), a public repository of structured organic reaction records. Task: describe an organic reaction: reactants, conditions, products, and yield Starting materials: NC=1C=C(C=NC1)C(=O)C1=CN(C=2N=CN=CC21)C(C)C ((5-aminopyridin-3-yl)(7-isopropyl-7H-pyrrolo[2,3-d]pyrimidin-5-yl)methanone), C(C(CO)C1=CC=CC=C1)(=O)O (tropic acid). The product is OCC(C(=O)NC=1C=NC=C(C1)C(=O)C1=CN(C=2N=CN=CC21)C(C)C)C2=CC=CC=C2 (3-hydroxy-2-phenyl-N-(5-{[7-(propan-2-yl)-7H-pyrrolo[2,3-d]pyrimidin-5-yl]carbonyl}pyridin-3-yl)propanamide). As a reaction SMILES: [NH2:1][C:2]1[CH:3]=[C:4]([C:8]([C:10]2[C:18]3[CH:17]=[N:16][CH:15]=[N:14][C:13]=3[N:12]([CH:19]([CH3:21])[CH3:20])[CH:11]=2)=[O:9])[CH:5]=[N:6][CH:7]=1.[C:22](O)(=[O:32])[CH:23]([C:26]1[CH:31]=[CH:30][CH:29]=[CH:28][CH:27]=1)[CH2:24][OH:25]>>[OH:32][CH2:22][CH:23]([C:26]1[CH:31]=[CH:30][CH:29]=[CH:28][CH:27]=1)[C:24]([NH:1][C:2]1[CH:7]=[N:6][CH:5]=[C:4]([C:8]([C:10]2[C:18]3[CH:17]=[N:16][CH:15]=[N:14][C:13]=3[N:12]([CH:19]([CH3:21])[CH3:20])[CH:11]=2)=[O:9])[CH:3]=1)=[O:25]. Reported procedure: The title compound was prepared according to the method described for Example 167 using (5-aminopyridin-3-yl)(7-isopropyl-7H-pyrrolo[2,3-d]pyrimidin-5-yl)methanone (Preparation 95) and tropic acid to afford the title compound as a yellow solid in 7% yield, 15 mg. Reactants: C(C1=CC=CC=C1)OC1=C(C(=O)NCC(=O)OC)C=CC(=C1)OCC1=CC=CC=C1 (methyl N-(2,4-dibenzyloxybenzoyl)glycinate), [OH-].[Na+] (NaOH). The solvent is CO (methanol). Conditions: temperature 25 celsius, time 2 hour. Yields the product C(C1=CC=CC=C1)OC1=C(C(=O)NCC(=O)O)C=CC(=C1)OCC1=CC=CC=C1 (N-(2,4-dibenzyloxybenzoyl)glycine). The yield is 34.5%. As a reaction SMILES: [CH2:1]([O:8][C:9]1[CH:22]=[C:21]([O:23][CH2:24][C:25]2[CH:30]=[CH:29][CH:28]=[CH:27][CH:26]=2)[CH:20]=[CH:19][C:10]=1[C:11]([NH:13][CH2:14][C:15]([O:17]C)=[O:16])=[O:12])[C:2]1[CH:7]=[CH:6][CH:5]=[CH:4][CH:3]=1.[OH-].[Na+]>CO>[CH2:1]([O:8][C:9]1[CH:22]=[C:21]([O:23][CH2:24][C:25]2[CH:26]=[CH:27][CH:28]=[CH:29][CH:30]=2)[CH:20]=[CH:19][C:10]=1[C:11]([NH:13][CH2:14][C:15]([OH:17])=[O:16])=[O:12])[C:2]1[CH:7]=[CH:6][CH:5]=[CH:4][CH:3]=1 |f:1.2|. Reported procedure: A solution of methyl N-(2,4-dibenzyloxybenzoyl)glycinate (900 mg) in methanol (20 mL) is treated with 1 M NaOH (20 mL) and stirred at 25° C. for 2 hours. The solution is evaporated, the residue diluted with water, brought to pH 1 and extracted with ethyl acetate. The extract is dried and evaporated. The residue is recrystallized from methanol to yield N-(2,4-dibenzyloxybenzoyl)glycine as a colourless solid (300 mg), m.p. 183° C. H NMR (CDCl3) 4.15(2H,d), 5.05 (2H,s), 5.2(2H,s), 6.6(1H,s), 6.7(1H...